This data is from the Open Reaction Database (ORD), a public repository of structured organic reaction records. The task is: describe an organic reaction: reactants, conditions, products, and yield Starting materials: COC1=C(C(=C(C2=CC=CC=C12)OC)C)C=O (1,4-dimethoxy-3-methyl-2-naphthaldehyde), COC1=C(C=C(C2=CC=CC=C12)OC)/C=C(/C(=O)OCC)\C (Ethyl (E)-3-(1,4-dimethoxynaphthalen-2-yl)-2-methylpropenoate). Yields the product COC1=C(C(=C(C2=CC=CC=C12)OC)C)/C=C(/C(=O)OCC)\CCCCCCCCC (Ethyl (E)-3-(1,4-dimethoxy-3-methylnaphthalen-2-yl)-2-nonylpropenoate), product. Yield: 41.0%. RXN SMILES: [CH3:1][O:2][C:3]1[C:12]2[C:7](=[CH:8][CH:9]=[CH:10][CH:11]=2)[C:6]([O:13][CH3:14])=[C:5]([CH3:15])[C:4]=1[CH:16]=O.CO[C:20]1[C:29]2[C:24](=[CH:25][CH:26]=[CH:27][CH:28]=2)C(OC)=C[C:21]=1/[CH:32]=[C:33](\C)/[C:34]([O:36][CH2:37][CH3:38])=[O:35]>>[CH3:1][O:2][C:3]1[C:12]2[C:7](=[CH:8][CH:9]=[CH:10][CH:11]=2)[C:6]([O:13][CH3:14])=[C:5]([CH3:15])[C:4]=1/[CH:16]=[C:33](\[CH2:32][CH2:21][CH2:20][CH2:29][CH2:28][CH2:27][CH2:26][CH2:25][CH3:24])/[C:34]([O:36][CH2:37][CH3:38])=[O:35]. Procedure: Compound 98c was prepared from 34 (0.479 g, 2.08 mmol) as described above for 28a to give 0.373 g (0.874 mmol, 41%) of the product as a yellow oil following flash chromatography (1:9 EtOAc:hexanes). The reactants are CCN=C=NCCCN(C)C, CCN(C(C)C)C(C)C, Cl, FC(F)(F)c1cccc(OC2CNC2)c1, CN(C)C=O, O, On1nnc2ccccc21, O=C(O)CNC(=O)c1cc(-c2ccccc2)[nH]n1. The product is O=C(NCC(=O)N1CC(Oc2cccc(C(F)(F)F)c2)C1)c1cc(-c2ccccc2)[nH]n1. RXN SMILES: [CH3:38][CH2:39][N:40]=[C:41]=[N:42][CH2:43][CH2:44][CH2:45][N:46]([CH3:47])[CH3:48].[CH:1]([N:2]([CH2:3][CH3:4])[CH:5]([CH3:6])[CH3:7])([CH3:8])[CH3:9].[ClH:49].[F:50][C:51]([c:52]1[cH:53][c:54]([O:55][CH:56]2[CH2:57][NH:58][CH2:59]2)[cH:60][cH:61][cH:62]1)([F:63])[F:64].[O:65]=[CH:66][N:67]([CH3:68])[CH3:69].[OH2:70].[OH:28][n:29]1[c:30]2[c:31]([cH:32][cH:33][cH:34][cH:35]2)[n:36][n:37]1.[c:10]1(-[c:16]2[cH:17][c:18]([C:21](=[O:22])[NH:23][CH2:24][C:25](=[O:26])[OH:27])[n:19][nH:20]2)[cH:11][cH:12][cH:13][cH:14][cH:15]1>>[c:10]1(-[c:16]2[cH:17][c:18]([C:21](=[O:22])[NH:23][CH2:24][C:25](=[O:27])[N:58]3[CH2:57][CH:56]([O:55][c:54]4[cH:53][c:52]([C:51]([F:50])([F:63])[F:64])[cH:62][cH:61][cH:60]4)[CH2:59]3)[n:19][nH:20]2)[cH:11][cH:12][cH:13][cH:14][cH:15]1. Reactants: CS(=O)(=O)N1CCN(CC1)CC1=CC2=C(N=C(N=C2N2CCOCC2)SC)S1 (6-(4-methanesulfonyl-piperazin-1-ylmethyl)-2-methylsulfanyl-4-morpholin-4-yl-thieno[2,3-d]pyrimidine), C1(=CC=CC=C1)C=1C=NC=C(C1)[Sn](CCCC)(CCCC)CCCC (3-phenyl-5-tributylstannanyl-pyridine). Reagents/catalysts: CSC.[Cu]Br (copper(I)bromide-dimethyl sulfide), C=1C=CC(=CC1)[P](C=2C=CC=CC2)(C=3C=CC=CC3)[Pd]([P](C=4C=CC=CC4)(C=5C=CC=CC5)C=6C=CC=CC6)([P](C=7C=CC=CC7)(C=8C=CC=CC8)C=9C=CC=CC9)[P](C=1C=CC=CC1)(C=1C=CC=CC1)C=1C=CC=CC1 (Tetrakis(triphenylphosphine)palladium(0)). Solvent: C(C)(=O)OCC (ethyl acetate), COCCOC (1,2-dimethoxyethane). Run at time 10 minute. Yields the product CS(=O)(=O)N1CCN(CC1)CC1=CC2=C(N=C(N=C2N2CCOCC2)C=2C=NC=C(C2)C2=CC=CC=C2)S1 (4-(6-((4-(methylsulfonyl)piperazin-1-yl)methyl)-2-(5-phenylpyridin-3-yl)thieno[2,3-d]pyrimidin-4-yl)morpholine). As a reaction SMILES: [CH3:1][S:2]([N:5]1[CH2:10][CH2:9][N:8]([CH2:11][C:12]2[S:28][C:15]3[N:16]=[C:17](SC)[N:18]=[C:19]([N:20]4[CH2:25][CH2:24][O:23][CH2:22][CH2:21]4)[C:14]=3[CH:13]=2)[CH2:7][CH2:6]1)(=[O:4])=[O:3].[C:29]1([C:35]2[CH:36]=[N:37][CH:38]=[C:39]([Sn](CCCC)(CCCC)CCCC)[CH:40]=2)[CH:34]=[CH:33][CH:32]=[CH:31][CH:30]=1>COCCOC.C(OCC)(=O)C.CSC.[Cu]Br.C1C=CC([P]([Pd]([P](C2C=CC=CC=2)(C2C=CC=CC=2)C2C=CC=CC=2)([P](C2C=CC=CC=2)(C2C=CC=CC=2)C2C=CC=CC=2)[P](C2C=CC=CC=2)(C2C=CC=CC=2)C2C=CC=CC=2)(C2C=CC=CC=2)C2C=CC=CC=2)=CC=1>[CH3:1][S:2]([N:5]1[CH2:6][CH2:7][N:8]([CH2:11][C:12]2[S:28][C:15]3[N:16]=[C:17]([C:39]4[CH:38]=[N:37][CH:36]=[C:35]([C:29]5[CH:30]=[CH:31][CH:32]=[CH:33][CH:34]=5)[CH:40]=4)[N:18]=[C:19]([N:20]4[CH2:25][CH2:24][O:23][CH2:22][CH2:21]4)[C:14]=3[CH:13]=2)[CH2:9][CH2:10]1)(=[O:3])=[O:4] |f:4.5,^1:74,76,95,114|. Reported procedure: To a solution of 6-(4-methanesulfonyl-piperazin-1-ylmethyl)-2-methylsulfanyl-4-morpholin-4-yl-thieno[2,3-d]pyrimidine (135 mg) in 1,2-dimethoxyethane (10 mL) was added 3-phenyl-5-tributylstannanyl-pyridine (270 mg) and copper(I)bromide-dimethyl sulfide (125 mg) and the reaction mixture was stirred at room temperature for 10 minutes. Tetrakis(triphenylphosphine)palladium(0) (18 mg) was then added and the reaction mixture was heated at reflux for 16 h. After cooling to room temperature, the mixtur... The product is CCCCOC(=O)c1cc2c(C)nc(N)nc2n(C2CCC(O)CC2)c1=O. As a reaction SMILES: [CH2:27]([CH2:28][CH2:29][CH3:30])[OH:31].[CH2:32]1[CH2:33][CH2:34][C:35]2=[N:40][CH2:39][CH2:38][CH2:37][N:36]2[CH2:41][CH2:42]1.[NH2:1][c:2]1[n:3][c:4]([CH3:21])[c:5]2[c:6]([n:7]1)[n:8]([CH:14]1[CH2:15][CH2:16][CH:17]([OH:20])[CH2:18][CH2:19]1)[c:9](=[O:13])[c:10]([Br:12])[cH:11]2.[O:22]=[CH:23][N:24]([CH3:25])[CH3:26].[OH2:43]>>[NH2:1][c:2]1[n:3][c:4]([CH3:21])[c:5]2[c:6]([n:7]1)[n:8]([CH:14]1[CH2:15][CH2:16][CH:17]([OH:20])[CH2:18][CH2:19]1)[c:9](=[O:13])[c:10]([C:23](=[O:22])[O:31][CH2:27][CH2:28][CH2:29][CH3:30])[cH:11]2. The reactants are CCCCO, C1CCC2=NCCCN2CC1, Cc1nc(N)nc2c1cc(Br)c(=O)n2C1CCC(O)CC1, CN(C)C=O, O. Reactants: C=C(C)C, CS(=O)(=O)O, Cc1ccc(-c2ccccc2C(=O)O)cc1, Cc1ccccc1. The product is Cc1ccc(-c2ccccc2C(=O)OC(C)(C)C)cc1. RXN SMILES: [CH2:22]=[C:23]([CH3:24])[CH3:25].[CH3:17][S:18](=[O:19])(=[O:20])[OH:21].[CH3:1][c:2]1[cH:3][cH:4][c:5](-[c:8]2[c:9]([C:14](=[O:15])[OH:16])[cH:10][cH:11][cH:12][cH:13]2)[cH:6][cH:7]1.[CH3:26][c:27]1[cH:28][cH:29][cH:30][cH:31][cH:32]1>>[CH3:1][c:2]1[cH:3][cH:4][c:5](-[c:8]2[c:9]([C:14](=[O:15])[O:16][C:23]([CH3:22])([CH3:24])[CH3:25])[cH:10][cH:11][cH:12][cH:13]2)[cH:6][cH:7]1. The reactants are COC(=O)C1=C(O)c2ccc3ccccc3c2S(=O)(=O)N1, Nc1nccs1, Cc1ccccc1C. The product is O=C(Nc1nccs1)C1=C(O)c2ccc3ccccc3c2S(=O)(=O)N1. RXN SMILES: [CH3:1][O:2][C:3](=[O:4])[C:5]1=[C:10]([OH:11])[c:9]2[c:8]([c:19]3[c:14]([cH:13][cH:12]2)[cH:15][cH:16][cH:17][cH:18]3)[S:7](=[O:20])(=[O:21])[NH:6]1.[NH2:22][c:23]1[s:24][cH:25][cH:26][n:27]1.[c:28]1([CH3:29])[c:30]([CH3:31])[cH:32][cH:33][cH:34][cH:35]1>>[O:2]=[C:3]([C:5]1=[C:10]([OH:11])[c:9]2[c:8]([c:19]3[c:14]([cH:13][cH:12]2)[cH:15][cH:16][cH:17][cH:18]3)[S:7](=[O:20])(=[O:21])[NH:6]1)[NH:22][c:23]1[s:24][cH:25][cH:26][n:27]1. The reactants are C1(\C=C/C(=O)O1)=O (Maleic Anhydride), C(CCC)C1C2C=CC(C1)C2 (5-Butyl-2-norbornene), CC(C)(C#N)N=NC(C)(C)C#N (AIBN). The solvent is C1CCOC1 (THF). Conditions: temperature 70 celsius, time 16 hour. Yields the product C1(\C=C/C(=O)O1)=O.C(CCC)C1C2C=CC(C1)C2 (MA BuNB). Isolated yield 77.7%. RXN SMILES: [C:1]1(=[O:7])[O:6][C:4](=[O:5])[CH:3]=[CH:2]1.[CH2:8]([CH:12]1[CH2:17][CH:16]2[CH2:18][CH:13]1[CH:14]=[CH:15]2)[CH2:9][CH2:10][CH3:11].CC(N=NC(C#N)(C)C)(C#N)C>C1COCC1>[C:4]1(=[O:5])[O:6][C:1](=[O:7])[CH:2]=[CH:3]1.[CH2:8]([CH:12]1[CH2:17][CH:16]2[CH2:18][CH:13]1[CH:14]=[CH:15]2)[CH2:9][CH2:10][CH3:11] |f:4.5|. Reported procedure: Maleic Anhydride (MA, 9.8 g, 100 mmol), 5-Butyl-2-norbornene (BuNB, 15.0 g, 100 mmol) and AIBN (1.64 g, 10.0 mmol) was dissolved in THF (37.2 g) and charged to an appropriately sized reaction vessel. The solution was sparged with nitrogen for 10 min to remove oxygen and then heated to 70 ° C. The mixture was allowed to stir at 70° C. for 16 hr, after which the solution was cooled to room temperature. The reaction mixture was added to hexane (2 L) to give a white powder that was filtered and drie...